This data is from the Open Reaction Database (ORD), a public repository of structured organic reaction records. The task is: describe an organic reaction: reactants, conditions, products, and yield Reactants: Brc1cnc2[nH]ccc2c1, O=C([O-])[O-], CCOC(C)=O, COc1ccc(B(O)O)cc1OC, [K+], [K+], C1CCOC1, O, c1ccc(P(c2ccccc2)(c2ccccc2)[Pd](P(c2ccccc2)(c2ccccc2)c2ccccc2)(P(c2ccccc2)(c2ccccc2)c2ccccc2)P(c2ccccc2)(c2ccccc2)c2ccccc2)cc1, c1cnc2[nH]ccc2c1. Product: COc1ccc(-c2cnc3[nH]ccc3c2)cc1OC. As a reaction SMILES: [Br:1][c:2]1[cH:3][c:4]2[cH:5][cH:6][nH:7][c:8]2[n:9][cH:10]1.[C:38](=[O:39])([O-:40])[O-:41].[CH3:122][CH2:123][O:124][C:125](=[O:126])[CH3:127].[CH3:20][O:21][c:22]1[cH:23][c:24]([B:30]([OH:31])[OH:32])[cH:25][cH:26][c:27]1[O:28][CH3:29].[K+:42].[K+:43].[O:33]1[CH2:34][CH2:35][CH2:36][CH2:37]1.[OH2:121].[cH:44]1[cH:45][cH:46][c:47]([P:48]([Pd:49]([P:50]([c:51]2[cH:52][cH:53][cH:54][cH:55][cH:56]2)([c:57]2[cH:58][cH:59][cH:60][cH:61][cH:62]2)[c:63]2[cH:64][cH:65][cH:66][cH:67][cH:68]2)([P:69]([c:70]2[cH:71][cH:72][cH:73][cH:74][cH:75]2)([c:76]2[cH:77][cH:78][cH:79][cH:80][cH:81]2)[c:82]2[cH:83][cH:84][cH:85][cH:86][cH:87]2)[P:88]([c:89]2[cH:90][cH:91][cH:92][cH:93][cH:94]2)([c:95]2[cH:96][cH:97][cH:98][cH:99][cH:100]2)[c:101]2[cH:102][cH:103][cH:104][cH:105][cH:106]2)([c:107]2[cH:108][cH:109][cH:110][cH:111][cH:112]2)[c:113]2[cH:114][cH:115][cH:116][cH:117][cH:118]2)[cH:119][cH:120]1.[nH:11]1[c:12]2[c:13]([cH:14][cH:15][cH:16][n:17]2)[cH:18][cH:19]1>>[c:2]1(-[c:24]2[cH:23][c:22]([O:21][CH3:20])[c:27]([O:28][CH3:29])[cH:26][cH:25]2)[cH:3][c:4]2[cH:5][cH:6][nH:7][c:8]2[n:9][cH:10]1.